Dataset: the Open Reaction Database (ORD), a public repository of structured organic reaction records. Task: describe an organic reaction: reactants, conditions, products, and yield The reactants are ClC=1SC(=CN1)CN1C(N(CN(C1)C)C)=N[N+](=O)[O-] (1-(2-chlorothiazol-5-ylmethyl)-2-nitroimino-3,5-dimethyl-1,3,5-triaza-cyclohexane), C(=O)(O)[O-].[Na+] (NaHCO3), CO (methanol), O (water). Solvent: C(C)(=O)OCC (ethyl acetate). Conditions: temperature 50 celsius, time 16 hour. The product is ClC=1SC(=CN1)CNC(=N[N+](=O)[O-])NC (1-(2-chlorothiazol-5-ylmethyl)-2-nitro-3-methyl-guanidine), compound 2.45. As a reaction SMILES: [Cl:1][C:2]1[S:3][C:4]([CH2:7][N:8]2CN(C)[CH2:11][N:10](C)[C:9]2=[N:16][N+:17]([O-:19])=[O:18])=[CH:5][N:6]=1.C([O-])(O)=O.[Na+].CO.O>C(OCC)(=O)C>[Cl:1][C:2]1[S:3][C:4]([CH2:7][NH:8][C:9]([NH:10][CH3:11])=[N:16][N+:17]([O-:19])=[O:18])=[CH:5][N:6]=1 |f:1.2|. Procedure: A mixture of 1.5 g of 1-(2-chlorothiazol-5-ylmethyl)-2-nitroimino-3,5-dimethyl-1,3,5-triaza-cyclohexane, 0.3 g of NaHCO3, 20 ml of methanol and 20 ml of water is stirred for 16 hours at 50° C. The reaction mixture is poured onto 100 ml of ethyl acetate and the aqueous phase separated. The organic phase is concentrated by evaporation and the residue purified on silica gel with dichloromethane/methanol 95:5 as the eluant. This yields the title compound with a melting point of 167-169° C. (compound... Starting materials: CN[C@@H]1CC[C@H](CC1)CCCCCOS(=O)(=O)C (trans-Methansulfonic acid 5-(4-methyl amino-cyclohexyl)-pentyl ester), C(C)NCCO (2-ethylamino-ethanol), FC(C(=O)O)(F)F (trifluoroacetic acid), ClC(=O)OC1=CC(=C(C=C1)F)F (3,4-difluoro-phenyl chloroformate). Product: FC=1C=C(C=CC1F)OC(N(C)[C@@H]1CC[C@H](CC1)CCCCCN(CCO)CC)=O (trans-(4-{5-[Ethyl-(2-hydroxy-ethyl)-amino]-pentyl}-cyclohexyl)-methyl-carbamic acid 3,4-difluoro-phenyl ester). Reaction SMILES: [CH3:1][NH:2][C@H:3]1[CH2:8][CH2:7][C@H:6]([CH2:9][CH2:10][CH2:11][CH2:12][CH2:13]OS(C)(=O)=O)[CH2:5][CH2:4]1.FC(F)(F)C(O)=O.Cl[C:27]([O:29][C:30]1[CH:35]=[CH:34][C:33]([F:36])=[C:32]([F:37])[CH:31]=1)=[O:28].[CH2:38]([NH:40][CH2:41][CH2:42][OH:43])[CH3:39]>>[F:37][C:32]1[CH:31]=[C:30]([O:29][C:27](=[O:28])[N:2]([C@H:3]2[CH2:4][CH2:5][C@H:6]([CH2:9][CH2:10][CH2:11][CH2:12][CH2:13][N:40]([CH2:38][CH3:39])[CH2:41][CH2:42][OH:43])[CH2:7][CH2:8]2)[CH3:1])[CH:35]=[CH:34][C:33]=1[F:36]. Procedure: In analogy to examples 29.10 and 29.11, trans-Methansulfonic acid 5-(4-methyl amino-cyclohexyl)-pentyl ester.trifluoroacetic acid salt and 3,4-difluoro-phenyl chloroformate were reacted, followed by treatment with 2-ethylamino-ethanol to yield trans-(4-{5-[Ethyl-(2-hydroxy-ethyl)-amino]-pentyl}-cyclohexyl)-methyl-carbamic acid 3,4-difluoro-phenyl ester, MS: 427 (MH+). Reactants: [H-].[Al+3].[Li+].[H-].[H-].[H-] (lithium aluminum hydride), S(O)(O)(=O)=O (sulfuric acid), CNC([C@@H](CC=C)C1=CC(=C(C=C1)Cl)Cl)=O ((S)-2-(3,4-dichlorophenyl)pent-4-enoic acid, N-methyl amide), ClCCl (dichloromethane). Solvent: CO.ClCCl (methanol dichloromethane), CO.ClCCl (methanol dichloromethane), CO.ClCCl (methanol dichloromethane), CO.ClCCl (methanol dichloromethane), O1CCCC1 (tetrahydrofuran), O1CCCC1 (tetrahydrofuran). Reaction conditions: time 20 minute. The product is CNC[C@@H](CC=C)C1=CC(=C(C=C1)Cl)Cl ((S)-N-methyl-(2-(3,4-dichlorophenyl)pent-4-enyl)amine). RXN SMILES: [H-].[Al+3].[Li+].[H-].[H-].[H-].S(=O)(=O)(O)O.[CH3:12][NH:13][C:14](=O)[C@H:15]([C:19]1[CH:24]=[CH:23][C:22]([Cl:25])=[C:21]([Cl:26])[CH:20]=1)[CH2:16][CH:17]=[CH2:18].ClCCl>O1CCCC1.CO.ClCCl>[CH3:12][NH:13][CH2:14][C@H:15]([C:19]1[CH:24]=[CH:23][C:22]([Cl:25])=[C:21]([Cl:26])[CH:20]=1)[CH2:16][CH:17]=[CH2:18] |f:0.1.2.3.4.5,10.11|. Procedure: Cool a solution of lithium aluminum hydride (42.6 mL, 1.0 M in tetrahydrofuran, 42.6 mmol) to about −10° C. Add dropwise a solution of sulfuric acid (2.1 g) in tetrahydrofuran (5 mL) while maintaining the temperature of the reaction mixture at less than 0° C. After 20 minutes, warm to ambient temperature. Add a solution of (S)-2-(3,4-dichlorophenyl)pent-4-enoic acid, N-methyl amide (4.8 g, 18.8 mmol) and tetrahydrofuran (25 mL). After the addition is complete, heat the reaction mixture abbot t 3... Starting materials: CCCCN(C)S(=O)(=O)CCCCCCCl, CCN(C(C)C)C(C)C, Clc1ccc(C(c2ccccc2)N2CCNCC2)cc1. The product is CCCCN(C)S(=O)(=O)CCCCCCN1CCN(C(c2ccccc2)c2ccc(Cl)cc2)CC1. Reaction SMILES: [CH2:21]([CH2:22][CH2:23][CH3:24])[N:25]([S:26](=[O:27])(=[O:28])[CH2:29][CH2:30][CH2:31][CH2:32][CH2:33][CH2:34][Cl:35])[CH3:36].[CH2:37]([N:38]([CH:39]([CH3:40])[CH3:41])[CH:42]([CH3:43])[CH3:44])[CH3:45].[Cl:1][c:2]1[cH:3][cH:4][c:5]([CH:8]([N:9]2[CH2:10][CH2:11][NH:12][CH2:13][CH2:14]2)[c:15]2[cH:16][cH:17][cH:18][cH:19][cH:20]2)[cH:6][cH:7]1>>[Cl:1][c:2]1[cH:3][cH:4][c:5]([CH:8]([N:9]2[CH2:10][CH2:11][N:12]([CH2:34][CH2:33][CH2:32][CH2:31][CH2:30][CH2:29][S:26]([N:25]([CH2:21][CH2:22][CH2:23][CH3:24])[CH3:36])(=[O:27])=[O:28])[CH2:13][CH2:14]2)[c:15]2[cH:16][cH:17][cH:18][cH:19][cH:20]2)[cH:6][cH:7]1. Reactants: CCCC[N+](CCCC)(CCCC)CCCC, CI, ClCCl, Nc1c2c(nc3ccccc13)CCCC2=O, [Na+], [OH-], O=S(=O)([O-])O. The product is CNc1c2c(nc3ccccc13)CCCC2=O. As a reaction SMILES: [CH2:29]([N+:30]([CH2:31][CH2:32][CH2:33][CH3:34])([CH2:35][CH2:36][CH2:37][CH3:38])[CH2:39][CH2:40][CH2:41][CH3:42])[CH2:43][CH2:44][CH3:45].[CH3:19][I:20].[Cl:21][CH2:22][Cl:23].[NH2:3][c:4]1[c:5]2[cH:6][cH:7][cH:8][cH:9][c:10]2[n:11][c:12]2[c:17]1[C:16](=[O:18])[CH2:15][CH2:14][CH2:13]2.[Na+:2].[OH-:1].[S:24]([O-:25])([OH:26])(=[O:27])=[O:28]>>[NH:3]([c:4]1[c:5]2[cH:6][cH:7][cH:8][cH:9][c:10]2[n:11][c:12]2[c:17]1[C:16](=[O:18])[CH2:15][CH2:14][CH2:13]2)[CH3:19]. The reactants are CC(=O)OCC(C)n1c(C)cc(C(=O)c2ccccc2)c1C, CO, [Na+], C1CCOC1, [OH-]. Product: Cc1cc(C(=O)c2ccccc2)c(C)n1C(C)CO. As a reaction SMILES: [C:1](=[O:2])([CH3:3])[O:4][CH2:5][CH:6]([CH3:7])[n:8]1[c:9]([CH3:22])[c:10]([C:14]([c:15]2[cH:16][cH:17][cH:18][cH:19][cH:20]2)=[O:21])[cH:11][c:12]1[CH3:13].[CH3:30][OH:31].[Na+:29].[O:23]1[CH2:24][CH2:25][CH2:26][CH2:27]1.[OH-:28]>>[OH:4][CH2:5][CH:6]([CH3:7])[n:8]1[c:9]([CH3:22])[c:10]([C:14]([c:15]2[cH:16][cH:17][cH:18][cH:19][cH:20]2)=[O:21])[cH:11][c:12]1[CH3:13]. Reactants: CCOC(C)=O, Cc1cc2c(c(C)c1NCc1ccccc1)C(c1ccccc1)CO2, CCCCCC. The product is Cc1cc2c(c(C)c1N)C(c1ccccc1)CO2. Reaction SMILES: [C:32]([O:33][CH2:34][CH3:35])(=[O:36])[CH3:37].[CH2:1]([c:2]1[cH:3][cH:4][cH:5][cH:6][cH:7]1)[NH:8][c:9]1[c:10]([CH3:25])[cH:11][c:12]2[c:13]([c:23]1[CH3:24])[CH:14]([c:17]1[cH:18][cH:19][cH:20][cH:21][cH:22]1)[CH2:15][O:16]2.[CH3:26][CH2:27][CH2:28][CH2:29][CH2:30][CH3:31]>>[NH2:8][c:9]1[c:10]([CH3:25])[cH:11][c:12]2[c:13]([c:23]1[CH3:24])[CH:14]([c:17]1[cH:18][cH:19][cH:20][cH:21][cH:22]1)[CH2:15][O:16]2.